From a dataset of the Open Reaction Database (ORD), a public repository of structured organic reaction records. describe an organic reaction: reactants, conditions, products, and yield The reactants are NC[C@H]1C[C@H](C1)N1C=C(C2=C1N=CN=C2N)C2=CC(=CC=C2)OCC2=CC=CC=C2 (cis-7-(3-aminomethyl-cyclobutyl)-5-(3-benzyloxy-phenyl)-7H-pyrrolo[2,3-d]pyrimidin-4-ylamine), CC=1C=C(CN=C=O)C=CC1 (3-methylbenzyl isocyanate). The product is NC=1C2=C(N=CN1)N(C=C2C2=CC(=CC=C2)OCC2=CC=CC=C2)[C@H]2C[C@H](C2)CNC(=O)NCC2=CC(=CC=C2)C (cis-1-{3-[4-Amino-5-(3-benzyloxy-phenyl)-pyrrolo[2,3-d]pyrimidin-7-yl]-cyclobutylmethyl}-3-(3-methyl-benzyl)-urea). RXN SMILES: [NH2:1][CH2:2][C@@H:3]1[CH2:6][C@H:5]([N:7]2[C:11]3[N:12]=[CH:13][N:14]=[C:15]([NH2:16])[C:10]=3[C:9]([C:17]3[CH:22]=[CH:21][CH:20]=[C:19]([O:23][CH2:24][C:25]4[CH:30]=[CH:29][CH:28]=[CH:27][CH:26]=4)[CH:18]=3)=[CH:8]2)[CH2:4]1.[CH3:31][C:32]1[CH:33]=[C:34]([CH:39]=[CH:40][CH:41]=1)[CH2:35][N:36]=[C:37]=[O:38]>>[NH2:16][C:15]1[C:10]2[C:9]([C:17]3[CH:22]=[CH:21][CH:20]=[C:19]([O:23][CH2:24][C:25]4[CH:30]=[CH:29][CH:28]=[CH:27][CH:26]=4)[CH:18]=3)=[CH:8][N:7]([C@@H:5]3[CH2:4][C@H:3]([CH2:2][NH:1][C:37]([NH:36][CH2:35][C:34]4[CH:39]=[CH:40][CH:41]=[C:32]([CH3:31])[CH:33]=4)=[O:38])[CH2:6]3)[C:11]=2[N:12]=[CH:13][N:14]=1. Procedure details: cis-1-{3-[4-Amino-5-(3-benzyloxy-phenyl)-pyrrolo[2,3-d]pyrimidin-7-yl]-cyclobutylmethyl}-3-(3-methyl-benzyl)-urea is prepared as described in Example 26 using cis-7-(3-aminomethyl-cyclobutyl)-5-(3-benzyloxy-phenyl)-7H-pyrrolo[2,3-d]pyrimidin-4-ylamine and 3-methylbenzyl isocyanate (Aldrich, Buchs, Switzerland). Analytical HPLC: tR=7.45 min (Grad 2); ES-MS: m/eo=546.9.